This data is from the Open Reaction Database (ORD), a public repository of structured organic reaction records. The task is: describe an organic reaction: reactants, conditions, products, and yield Starting materials: C(#N)CCCOC1=NC=C(C(=O)O)C=C1 (6-(3-cyanopropyloxy)nicotinic acid), N1=CC(=CC=C1)C1=NN(C(=C1)C#N)C1=CC=C(C=C1)N (3-(3-pyridyl)-5-cyano-1-(4′-aminophenyl)-pyrazole). The product is C(#N)CCCOC1=NC=C(C(=O)NC2=CC=C(C=C2)N2N=C(C=C2C#N)C=2C=NC=CC2)C=C1 (6-[(3-Cyanopropoxy)]-N-[4-(5-cyano-3-pyridin-3-yl-pyrazol-1-yl)phenyl]nicotinamide). The yield is 63.2%. As a reaction SMILES: [C:1]([CH2:3][CH2:4][CH2:5][O:6][C:7]1[CH:15]=[CH:14][C:10]([C:11]([OH:13])=O)=[CH:9][N:8]=1)#[N:2].[N:16]1[CH:21]=[CH:20][CH:19]=[C:18]([C:22]2[CH:26]=[C:25]([C:27]#[N:28])[N:24]([C:29]3[CH:34]=[CH:33][C:32]([NH2:35])=[CH:31][CH:30]=3)[N:23]=2)[CH:17]=1>>[C:1]([CH2:3][CH2:4][CH2:5][O:6][C:7]1[CH:15]=[CH:14][C:10]([C:11]([NH:35][C:32]2[CH:31]=[CH:30][C:29]([N:24]3[C:25]([C:27]#[N:28])=[CH:26][C:22]([C:18]4[CH:17]=[N:16][CH:21]=[CH:20][CH:19]=4)=[N:23]3)=[CH:34][CH:33]=2)=[O:13])=[CH:9][N:8]=1)#[N:2]. Procedure details: 6-(3-cyanopropyloxy)nicotinic acid (0.6 mmol) was coupled with 3-(3-pyridyl)-5-cyano-1-(4′-aminophenyl)-pyrazole (0.5 mmol) under standard EDC mediated conditions (Method A). Standard work-up gave the title compound (142 mg, 62%), m.p. 190-191° C. 1H NMR(CDCl3): δ 2.04-2.11 (m, 2H), 2.67-2.70 (7, J=7.1 Hz, 2H), 4.42-4.5 (t, J=6.2 Hz, 2H), 6.98-7.00 (d, J=8.7 Hz, 1H), 7.53-7.56 (m, 1H), 7.82-7.84 (d, J=8.9 Hz, 2H), 8.02-8.04 (d, J=8.9 Hz, 2H), 8.1 (s, 1H), 8.28-8.32 (m, 2H), 8.63-8.64 (m, 1H), 8.... Starting materials: COC=1C=C(C=CC1OC)C1=NNC([C@H]2CCCC[C@@H]12)=O ((cis)-4-(3,4-Dimethoxyphenyl)-4a,5,6,7,8,8a-hexahydro-2H-phthalazin-1-one), ClC1=C(CCl)C=CC=C1 (2-chlorobenzylchloride), C(C1=CC=CC=C1)N1C([C@H]2CCCC[C@H]2C(=N1)C1=CC(=C(C=C1)OC)OC)=O ((cis)-2-Benzyl-4-(3,4-dimethoxyphenyl)-4a,5,6,7,8,8a-hexahydro-2H-phthalazin-1-one). Yields the product ClC1=C(CN2C([C@H]3CCCC[C@H]3C(=N2)C2=CC(=C(C=C2)OC)OC)=O)C=CC=C1 ((cis)-2-(2-Chlorobenzyl)-4-(3,4-dimethoxyphenyl)-4a,5,6,7,8,8a-hexahydro-2H-phthalazin-1-one). As a reaction SMILES: [CH3:1][O:2][C:3]1[CH:4]=[C:5]([C:11]2[C@H:20]3[C@H:15]([CH2:16][CH2:17][CH2:18][CH2:19]3)[C:14](=[O:21])[NH:13][N:12]=2)[CH:6]=[CH:7][C:8]=1[O:9][CH3:10].[Cl:22][C:23]1[CH:30]=[CH:29][CH:28]=[CH:27][C:24]=1[CH2:25]Cl.C(N1N=C(C2C=CC(OC)=C(OC)C=2)[C@H]2[C@H](CCCC2)C1=O)C1C=CC=CC=1>>[Cl:22][C:23]1[CH:30]=[CH:29][CH:28]=[CH:27][C:24]=1[CH2:25][N:13]1[N:12]=[C:11]([C:5]2[CH:6]=[CH:7][C:8]([O:9][CH3:10])=[C:3]([O:2][CH3:1])[CH:4]=2)[C@H:20]2[C@H:15]([CH2:16][CH2:17][CH2:18][CH2:19]2)[C:14]1=[O:21]. Procedure: Prepared from compound 1 and 2-chlorobenzylchloride as described for compound 78. Purified by chromatography (dichloromethane). Crystallized from petroleum ether (60°-95° C.). M.p. 101°-104° C.